The task is: describe an organic reaction: reactants, conditions, products, and yield. This data is from the Open Reaction Database (ORD), a public repository of structured organic reaction records. Reactants: ClC1=CC(=NC(=C1)C1=NC=CC=C1)C1=NC=CC=C1 (4′-chloro-[2,2′;6′,2″]terpyridine), amine, 2-({4′,4″-Bis[(2-hydroxy-ethyl)-methyl-amino]-[2,2′;6′,2′]terpyridin-4-yl}methyl-amino)-ethanol, trichloro-substituted terpyridine, CNCCO (2-methylaminoethanol). Yields the product OCCN(C1=CC(=NC(=C1)C1=NC=CC(=C1)N(C)CCO)C1=NC=CC(=C1)N(CCO)C)C (2-({4′,4″-Bis[(2-hydroxy-ethyl)methyl-amino]-[2,2′;6′,2″]terpyridin-4-yl}-methylamino)-ethanol). RXN SMILES: Cl[C:2]1[CH:7]=[C:6]([C:8]2[CH:13]=[CH:12][CH:11]=[CH:10][N:9]=2)[N:5]=[C:4]([C:14]2[CH:19]=[CH:18][CH:17]=[CH:16][N:15]=2)[CH:3]=1.[CH3:20][NH:21][CH2:22][CH2:23][OH:24]>>[OH:24][CH2:23][CH2:22][N:21]([CH3:20])[C:2]1[CH:7]=[C:6]([C:8]2[CH:13]=[C:12]([N:21]([CH2:22][CH2:23][OH:24])[CH3:20])[CH:11]=[CH:10][N:9]=2)[N:5]=[C:4]([C:14]2[CH:19]=[C:18]([N:21]([CH3:20])[CH2:22][CH2:23][OH:24])[CH:17]=[CH:16][N:15]=2)[CH:3]=1. Procedure: This compound is prepared in a manner analogous to that described in Example 7 with 4′-chloro-[2,2′;6′,2″]terpyridine, but instead the trichloro-substituted terpyridine L22 from Example 28, and 2-methylaminoethanol as amine component are used. 2-({4′,4″-Bis[(2-hydroxy-ethyl)-methyl-amino]-[2,2′;6′,2′]terpyridin-4-yl}methyl-amino)-ethanol, white solid. 13 C-NMR (90 MHz, DMSO-d6): 156.4 (quart.); 155.7 (quart.); 155.3 (quart.); 154.4 (quart.); 149.2 (tert.); 106.7 (tert.); 103.4 (tert.); 103.1 (te... Starting materials: FC(C1=CC=C2C(=CC=NC2=C1)NC1=CC=C(C(=O)N2CCNCC2)C=C1)(F)F (4-[4-[[7-(trifluoromethyl)-4-quinolinyl]amino]benzoyl]piperazine), C(C)N(S(=O)(=O)Cl)CC (diethylsulfamoyl chloride). Run in C(C)N(CC)CC (triethylamine). The product is C(C)N(S(=O)(=O)N1CCN(CC1)C(C1=CC=C(C=C1)NC1=CC=NC2=CC(=CC=C12)C(F)(F)F)=O)CC (1-[(diethylamino)sulfonyl]-4-[4-[[7-(trifluoromethyl)-4-quinolinyl]amino]benzoyl]piperazine). As a reaction SMILES: [F:1][C:2]([F:29])([F:28])[C:3]1[CH:12]=[C:11]2[C:6]([C:7]([NH:13][C:14]3[CH:27]=[CH:26][C:17]([C:18]([N:20]4[CH2:25][CH2:24][NH:23][CH2:22][CH2:21]4)=[O:19])=[CH:16][CH:15]=3)=[CH:8][CH:9]=[N:10]2)=[CH:5][CH:4]=1.[CH2:30]([N:32]([CH2:37][CH3:38])[S:33](Cl)(=[O:35])=[O:34])[CH3:31]>C(N(CC)CC)C>[CH2:30]([N:32]([CH2:37][CH3:38])[S:33]([N:23]1[CH2:24][CH2:25][N:20]([C:18](=[O:19])[C:17]2[CH:26]=[CH:27][C:14]([NH:13][C:7]3[C:6]4[C:11](=[CH:12][C:3]([C:2]([F:1])([F:28])[F:29])=[CH:4][CH:5]=4)[N:10]=[CH:9][CH:8]=3)=[CH:15][CH:16]=2)[CH2:21][CH2:22]1)(=[O:35])=[O:34])[CH3:31]. Procedure details: In the manner given in Example 14, 4-[4-[[7-(trifluoromethyl)-4-quinolinyl]amino]benzoyl]piperazine is reacted with diethylsulfamoyl chloride, in the presence of triethylamine to give 1-[(diethylamino)sulfonyl]-4-[4-[[7-(trifluoromethyl)-4-quinolinyl]amino]benzoyl]piperazine.